Task: describe an organic reaction: reactants, conditions, products, and yield. Dataset: the Open Reaction Database (ORD), a public repository of structured organic reaction records The reactants are C[C@H](CC1=CNC2=CC=CC=C12)NC[C@H](O)C=1C=CC=2N(C1)N=NN2 ((R)-α-[[(1(R)-methyl-2-(1H-indol-3-yl)ethyl)amino]-methyl]tetrazolo[1,5-a]pyridine-6-methanol), O.O.Cl[Sn]Cl (SnCl2.2H2O), ethanolic solution, C(CC(O)(C(=O)O)CC(=O)O)(=O)O (citric acid). The solvent is CO (methanol), C(C)O (ethanol). Reaction conditions: time 1 hour. Yields the product C(CC(O)(C(=O)O)CC(=O)O)(=O)O.NC1=CC=C(C=N1)[C@@H](O)CN[C@@H](CC1=CNC2=CC=CC=C12)C ((R)-6-Amino-α-[[(1(R)-methyl-2-(1H-indol-3-yl)ethyl)amino]methyl]-3-pyridinemethanol Citrate). Reaction SMILES: [CH3:1][C@@H:2]([NH:13][CH2:14][C@@H:15]([C:17]1[CH:18]=[CH:19][C:20]2[N:21](N=N[N:25]=2)[CH:22]=1)[OH:16])[CH2:3][C:4]1[C:12]2[C:7](=[CH:8][CH:9]=[CH:10][CH:11]=2)[NH:6][CH:5]=1.O.O.Cl[Sn]Cl.[C:31]([OH:43])(=[O:42])[CH2:32][C:33]([CH2:38][C:39]([OH:41])=[O:40])([C:35]([OH:37])=[O:36])[OH:34]>CO.C(O)C>[C:31]([OH:43])(=[O:42])[CH2:32][C:33]([CH2:38][C:39]([OH:41])=[O:40])([C:35]([OH:37])=[O:36])[OH:34].[NH2:25][C:20]1[N:21]=[CH:22][C:17]([C@H:15]([CH2:14][NH:13][C@H:2]([CH3:1])[CH2:3][C:4]2[C:12]3[C:7](=[CH:8][CH:9]=[CH:10][CH:11]=3)[NH:6][CH:5]=2)[OH:16])=[CH:18][CH:19]=1 |f:1.2.3,7.8|. Procedure: A solution of 0.5 g of this tetrazole in 15 ml of methanol is treated with 0.6 g of SnCl2.2H2O for 5 hours at reflux under nitrogen. The reaction mixture is partially concentrated and then poured into a mixture of 25 ml of CH2Cl2 and 15 ml of 1N NaOH solution. The layers are separated and the aqueous layer further extracted with CH2Cl2. The combined organic phases are backwashed with saturated sodium chloride solution and dried with anhydrous magnesium sulfate. Concentration of this solution and... Reactants: COc1cc(C=O)cc(OC)c1, CO, Cl, C[N+](=O)[O-], [Na+], [OH-], O. Yields the product COc1cc(C=C[N+](=O)[O-])cc(OC)c1. As a reaction SMILES: [CH3:1][O:2][c:3]1[cH:4][c:5]([CH:6]=[O:7])[cH:8][c:9]([O:11][CH3:12])[cH:10]1.[CH3:21][OH:22].[ClH:19].[N+:13](=[O:14])([O-:15])[CH3:16].[Na+:18].[OH-:17].[OH2:20]>>[CH3:1][O:2][c:3]1[cH:4][c:5]([CH:6]=[CH:16][N+:13](=[O:14])[O-:15])[cH:8][c:9]([O:11][CH3:12])[cH:10]1. The reactants are Cl (hydrochloric acid), O (water), ClC1=C(C(=O)N(C)C)C(=CC=C1[N+](=O)[O-])Cl (2,6-dichloro-N,N-dimethyl-3-nitrobenzamide), [H-].[Na+] (sodium hydride). Run in O1CCCC1 (tetrahydrofuran), O1CCCC1 (tetrahydrofuran). Reaction conditions: temperature 0 celsius, time 10 minute. The product is ClC1=CC=C(C(=C1C(=O)N(C)C)O)[N+](=O)[O-] (6-chloro-2-hydroxy-N,N-dimethyl-3-nitrobenzamide). Yield: 59.4%. RXN SMILES: [OH2:1].Cl[C:3]1[C:13]([N+:14]([O-:16])=[O:15])=[CH:12][CH:11]=[C:10]([Cl:17])[C:4]=1[C:5]([N:7]([CH3:9])[CH3:8])=[O:6].[H-].[Na+].Cl>O1CCCC1>[Cl:17][C:10]1[C:4]([C:5]([N:7]([CH3:9])[CH3:8])=[O:6])=[C:3]([OH:1])[C:13]([N+:14]([O-:16])=[O:15])=[CH:12][CH:11]=1 |f:2.3|. Reported procedure: 3.2 ml (177.6 mmol, 4.2 eq) of water and 11.04 g (41.96 mmol; 1.0 eq) of 2,6-dichloro-N,N-dimethyl-3-nitrobenzamide (41.96 mmol; 1.00 eq.) in solution in 130.00 ml of tetrahydrofuran were added to a suspension of 7.16 g (179.01 mmol; 4.3 eq) of sodium hydride in 250 ml of tetrahydrofuran cooled to 0° C. After 10 minutes, the reaction medium was stirred at ambient temperature for 19 hours. The reaction medium was hydrolyzed with a 1 N aqueous hydrochloric acid solution and extracted with ethyl ac... Starting materials: [H-].[Na+] (sodium hydride), ice water, ClC=1C=C(C=CC1)[C@H](C)O ((S)-1-(3-chlorophenyl)ethanol), FC1=C(C#N)C(=CC=C1)F (2,6-difluorobenzonitrile). The solvent is CN(C=O)C (dimethylformamide), CN(C=O)C (dimethylformamide). Run at time 1 hour. Product: FC1=C(C#N)C=C(C=C1)O[C@@H](C)C1=CC(=CC=C1)Cl (2-fluoro-5-[(S)-1-(3-chlorophenyl)ethoxy]benzonitrile). Isolated yield 83.5%. RXN SMILES: [Cl:1][C:2]1[CH:3]=[C:4]([C@@H:8]([OH:10])[CH3:9])[CH:5]=[CH:6][CH:7]=1.[H-].[Na+].[F:13][C:14]1[CH:21]=[CH:20][CH:19]=[C:18](F)[C:15]=1[C:16]#[N:17]>CN(C)C=O>[F:13][C:14]1[CH:21]=[CH:20][C:19]([O:10][C@H:8]([C:4]2[CH:5]=[CH:6][CH:7]=[C:2]([Cl:1])[CH:3]=2)[CH3:9])=[CH:18][C:15]=1[C:16]#[N:17] |f:1.2|. Procedure details: A solution of (S)-1-(3-chlorophenyl)ethanol (20.4 g, 130.26 mmol) in dimethylformamide was added to a cooled (0° C.) slurry of sodium hydride (5.73 g, 143.29 mmol) in dimethylformamide under nitrogen atmosphere. The reaction mixture was slowly warmed to room temperature, stirred for 1 hour. Again, cooled (0° C.), then a solution of 2,6-difluorobenzonitrile (19.93 g, 143.29 mmol) in dimethylfomamide was added, stirred overnight at room temperature. The reaction mixture was poured on crushed ice-w...